From a dataset of the Open Reaction Database (ORD), a public repository of structured organic reaction records. describe an organic reaction: reactants, conditions, products, and yield Starting materials: COc1ccc2c(c1)C(N=C(NC#N)SC)CCC2, CCN, CCO. The product is CCNC(=NC#N)NC1CCCc2ccc(OC)cc21. RXN SMILES: [C:1](#[N:2])[NH:3][C:4]([S:5][CH3:6])=[N:7][CH:8]1[CH2:9][CH2:10][CH2:11][c:12]2[cH:13][cH:14][c:15]([O:18][CH3:19])[cH:16][c:17]21.[CH3:20][CH2:21][NH2:22].[CH3:23][CH2:24][OH:25]>>[C:1](#[N:2])[N:3]=[C:4]([NH:7][CH:8]1[CH2:9][CH2:10][CH2:11][c:12]2[cH:13][cH:14][c:15]([O:18][CH3:19])[cH:16][c:17]21)[NH:22][CH2:21][CH3:20].